Dataset: the Open Reaction Database (ORD), a public repository of structured organic reaction records. Task: describe an organic reaction: reactants, conditions, products, and yield Reactants: O=C(n1ccnc1)n1ccnc1, ClCCl, CCOC(=O)c1nc(-c2cccc(O)c2)nc2c1[nH]c(=O)n2C1CCCC1, CCOC(=O)c1nc(-c2cccc(O)c2)nc(NC2CCCC2)c1N. Yields the product NC(=O)c1nc(-c2cccc(O)c2)nc2c1[nH]c(=O)n2C1CCCC1. Reaction SMILES: [C:53]([n:54]1[cH:55][cH:56][n:57][cH:58]1)([n:59]1[cH:60][cH:61][n:62][cH:63]1)=[O:64].[CH2:65]([Cl:66])[Cl:67].[CH:1]1([n:6]2[c:7]3[n:8][c:9](-[c:21]4[cH:22][c:23]([OH:27])[cH:24][cH:25][cH:26]4)[n:10][c:11]([C:16]([O:18][CH2:17][CH3:19])=[O:20])[c:12]3[nH:13][c:14]2=[O:15])[CH2:2][CH2:3][CH2:4][CH2:5]1.[NH2:28][c:29]1[c:30]([C:31]([O:32][CH2:33][CH3:34])=[O:35])[n:36][c:37](-[c:38]2[cH:39][cH:40][cH:41][c:42]([OH:43])[cH:44]2)[n:45][c:46]1[NH:47][CH:48]1[CH2:49][CH2:50][CH2:51][CH2:52]1>>[CH:1]1([n:6]2[c:7]3[n:8][c:9](-[c:21]4[cH:22][c:23]([OH:27])[cH:24][cH:25][cH:26]4)[n:10][c:11]([C:16](=[O:18])[NH2:28])[c:12]3[nH:13][c:14]2=[O:15])[CH2:2][CH2:3][CH2:4][CH2:5]1.